This data is from the Open Reaction Database (ORD), a public repository of structured organic reaction records. The task is: describe an organic reaction: reactants, conditions, products, and yield The reactants are COC1=NN(C(O1)=O)C1=CC(=C(C=C1)NC(CCCCl)=O)C (5-methoxy-3-(4-(4-chlorobutanoylamino)-3-methylphenyl)-3H-(1,3,4)oxadiazol-2-one), [H-].[Na+] (sodium hydride). Run in O1CCOCC1 (dioxane). Yields the product COC1=NN(C(O1)=O)C1=CC(=C(C=C1)N1C(CCC1)=O)C (5-Methoxy-3-(4-(2-oxopyrrolidin-1-yl)-3-methylphenyl)-3H-(1,3,4)oxad iazol-2-one). RXN SMILES: [CH3:1][O:2][C:3]1[O:7][C:6](=[O:8])[N:5]([C:9]2[CH:14]=[CH:13][C:12]([NH:15][C:16](=[O:21])[CH2:17][CH2:18][CH2:19]Cl)=[C:11]([CH3:22])[CH:10]=2)[N:4]=1.[H-].[Na+]>O1CCOCC1>[CH3:1][O:2][C:3]1[O:7][C:6](=[O:8])[N:5]([C:9]2[CH:14]=[CH:13][C:12]([N:15]3[CH2:19][CH2:18][CH2:17][C:16]3=[O:21])=[C:11]([CH3:22])[CH:10]=2)[N:4]=1 |f:1.2|. Procedure details: The latter compound was prepared by reacting 5-methoxy-3-(4-(4-chlorobutanoylamino)-3-methylphenyl)-3H-(1,3,4)oxadiazol-2-one with sodium hydride in dioxane at room temperature and purifying the crude product by column chromatography (silica gel, methylene chloride:methanol=98:2). The reactants are CC(C)(C)OC(=O)NCCCCCCN, Cc1cccc2c(=O)nc(-c3cccc(C(=O)O)n3)sc12, CCOC(C)=O, CN(C)C=O, O, On1nnc2ccccc21. The product is Cc1cccc2c(=O)nc(-c3cccc(C(=O)NCCCCCCNC(=O)OC(C)(C)C)n3)sc12. As a reaction SMILES: [C:22]([CH3:23])([CH3:24])([CH3:25])[O:26][C:27](=[O:28])[NH:29][CH2:30][CH2:31][CH2:32][CH2:33][CH2:34][CH2:35][NH2:36].[CH3:1][c:2]1[cH:3][cH:4][cH:5][c:6]2[c:7](=[O:21])[n:8][c:9](-[c:12]3[cH:13][cH:14][cH:15][c:16]([C:18](=[O:19])[OH:20])[n:17]3)[s:10][c:11]12.[CH3:47][CH2:48][O:49][C:50](=[O:51])[CH3:52].[O:53]=[CH:54][N:55]([CH3:56])[CH3:57].[OH2:58].[OH:37][n:38]1[c:39]2[c:40]([cH:41][cH:42][cH:43][cH:44]2)[n:45][n:46]1>>[CH3:1][c:2]1[cH:3][cH:4][cH:5][c:6]2[c:7](=[O:21])[n:8][c:9](-[c:12]3[cH:13][cH:14][cH:15][c:16]([C:18](=[O:20])[NH:36][CH2:35][CH2:34][CH2:33][CH2:32][CH2:31][CH2:30][NH:29][C:27]([O:26][C:22]([CH3:23])([CH3:24])[CH3:25])=[O:28])[n:17]3)[s:10][c:11]12. Reactants: N([C@H](CCCCNC(=O)OC(C)(C)C)C(=O)N[C@@H](CCCNC(N)=N)C(=O)N[C@@H](CCC(OC(C)(C)C)=O)C(=O)N[C@@H](C(C)C)C(=O)N[C@@H](CC1=CC=C(C=C1)OC(C)(C)C)C(=O)OC)C(=O)OCC1=CC=CC=C1.Cl (Z-D-Lys(Boc)-Arg-Glu(OBut)-Val-Tyr(But)-OMe.HCl), O (water). The solvent is FC(C(=O)O)(F)F (trifluoroacetic acid). Yields the product N([C@H](CCCCN)C(=O)N[C@@H](CCCNC(N)=N)C(=O)N[C@@H](CCC(O)=O)C(=O)N[C@@H](C(C)C)C(=O)N[C@@H](CC1=CC=C(C=C1)O)C(=O)OC)C(=O)OCC1=CC=CC=C1.CC(=O)O (Z-D-Lys-Arg-Glu-Val-Tyr-OMe acetate). RXN SMILES: [NH:1]([C:66]([O:68][CH2:69][C:70]1[CH:75]=[CH:74][CH:73]=[CH:72][CH:71]=1)=[O:67])[C@@H:2]([C:15]([NH:17][C@H:18]([C:26]([NH:28][C@H:29]([C:39]([NH:41][C@H:42]([C:46]([NH:48][C@H:49]([C:62]([O:64][CH3:65])=[O:63])[CH2:50][C:51]1[CH:56]=[CH:55][C:54]([O:57]C(C)(C)C)=[CH:53][CH:52]=1)=[O:47])[CH:43]([CH3:45])[CH3:44])=[O:40])[CH2:30][CH2:31][C:32](=[O:38])[O:33]C(C)(C)C)=[O:27])[CH2:19][CH2:20][CH2:21][NH:22][C:23](=[NH:25])[NH2:24])=[O:16])[CH2:3][CH2:4][CH2:5][CH2:6][NH:7]C(OC(C)(C)C)=O.Cl.O>FC(F)(F)C(O)=O>[NH:1]([C:66]([O:68][CH2:69][C:70]1[CH:71]=[CH:72][CH:73]=[CH:74][CH:75]=1)=[O:67])[C@@H:2]([C:15]([NH:17][C@H:18]([C:26]([NH:28][C@H:29]([C:39]([NH:41][C@H:42]([C:46]([NH:48][C@H:49]([C:62]([O:64][CH3:65])=[O:63])[CH2:50][C:51]1[CH:56]=[CH:55][C:54]([OH:57])=[CH:53][CH:52]=1)=[O:47])[CH:43]([CH3:45])[CH3:44])=[O:40])[CH2:30][CH2:31][C:32](=[O:33])[OH:38])=[O:27])[CH2:19][CH2:20][CH2:21][NH:22][C:23](=[NH:24])[NH2:25])=[O:16])[CH2:3][CH2:4][CH2:5][CH2:6][NH2:7].[CH3:31][C:32]([OH:38])=[O:33] |f:0.1,4.5|. Procedure: 3.6 g (3.3 mmoles) of Z-D-Lys(Boc)-Arg-Glu(OBut)-Val-Tyr(But)-OMe.HCl are dissolved in 30 ml of 90 percent strength trifluoroacetic acid and the product is worked up analogously to Example 27 D. Yield 2.81 g (94%), [α]D23 =-32.4° (c=1, water). Starting materials: COC(=O)N1CC(C)(C)N(Cc2ccc(OC)cc2)S1(=O)=O, CO, Cl, [Na+], [OH-], O. Yields the product COc1ccc(CN2C(C)(C)CNS2(=O)=O)cc1. As a reaction SMILES: [CH3:1][O:2][c:3]1[cH:4][cH:5][c:6]([CH2:7][N:8]2[C:9]([CH3:19])([CH3:20])[CH2:10][N:11]([C:15]([O:16][CH3:17])=[O:18])[S:12]2(=[O:13])=[O:14])[cH:21][cH:22]1.[CH3:27][OH:28].[ClH:25].[Na+:24].[OH-:23].[OH2:26]>>[CH3:1][O:2][c:3]1[cH:4][cH:5][c:6]([CH2:7][N:8]2[C:9]([CH3:19])([CH3:20])[CH2:10][NH:11][S:12]2(=[O:13])=[O:14])[cH:21][cH:22]1. Reactants: ice water, Cl (hydrochloric acid), C(C)(=O)OCC=1CS[C@H]2N(C1C(=O)O)C(C2NC(\C(\C(COS(=O)(=O)C)=O)=N/OC)=O)=O (3-acetoxymethyl-7-[4-methanesulphonyloxy-3-oxo-(Z)-2-methoxyiminobutyrylamino]-3-cephem-4-carboxylic acid), C(O)([O-])=O.[Na+] (sodium hydrogen carbonate), [Cl-].[Ca+2].[Cl-] (calcium chloride). Solvent: CO (methanol). Run at temperature 70 celsius, time 1 hour. Yields the product CS(=O)(=O)OCC(/C(/C(=O)NC1[C@@H]2N(C(=C(CS2)COC)C(=O)O)C1=O)=N/OC)=O (7-[4-Methanesulphonyloxy-3-oxo-(Z)-2-methoxyiminobutyrylamino]-3-methoxymethyl-3-cephem-4-carboxylic acid). The yield is 73.2%. As a reaction SMILES: [C:1]([O:4][CH2:5][C:6]1[CH2:7][S:8][C@@H:9]2[CH:16]([NH:17][C:18](=[O:31])/[C:19](=[N:28]\[O:29][CH3:30])/[C:20](=[O:27])[CH2:21][O:22][S:23]([CH3:26])(=[O:25])=[O:24])[C:15](=[O:32])[N:10]2[C:11]=1[C:12]([OH:14])=[O:13])(=O)C.C(=O)([O-])O.[Na+].[Cl-].[Ca+2].[Cl-].Cl>CO>[CH3:26][S:23]([O:22][CH2:21][C:20](=[O:27])/[C:19](=[N:28]/[O:29][CH3:30])/[C:18]([NH:17][CH:16]1[C:15](=[O:32])[N:10]2[C:11]([C:12]([OH:14])=[O:13])=[C:6]([CH2:5][O:4][CH3:1])[CH2:7][S:8][C@H:9]12)=[O:31])(=[O:24])=[O:25] |f:1.2,3.4.5|. Procedure: 510 mg of 3-acetoxymethyl-7-[4-methanesulphonyloxy-3-oxo-(Z)-2-methoxyiminobutyrylamino]-3-cephem-4-carboxylic acid and 130 mg of sodium hydrogen carbonate were dissolved in 5.1 ml of 67% v/v aqueous methanol, and 5.1 g of anhydrous calcium chloride were added. The mixture was stirred for 1 hour at a bath temperature of 70° C., after which 50 ml of ice-water were added and the mixture was acidified to a pH value of 1.0 by the addition of hydrochloric acid. The mixture was then extracted with eth...